This data is from the Open Reaction Database (ORD), a public repository of structured organic reaction records. The task is: describe an organic reaction: reactants, conditions, products, and yield The reactants are COC(=O)C=CC=C(c1ccc(OC)cc1)c1cccs1, CO, CC(C)O, [Na+], [OH-]. Product: COc1ccc(C(=CC=CC(=O)O)c2cccs2)cc1. Reaction SMILES: [CH3:1][O:2][C:3]([CH:4]=[CH:5][CH:6]=[C:7]([c:8]1[s:9][cH:10][cH:11][cH:12]1)[c:13]1[cH:14][cH:15][c:16]([O:19][CH3:20])[cH:17][cH:18]1)=[O:21].[CH3:22][OH:23].[CH3:26][CH:27]([OH:28])[CH3:29].[Na+:25].[OH-:24]>>[O:2]=[C:3]([CH:4]=[CH:5][CH:6]=[C:7]([c:8]1[s:9][cH:10][cH:11][cH:12]1)[c:13]1[cH:14][cH:15][c:16]([O:19][CH3:20])[cH:17][cH:18]1)[OH:21]. Run in O (water). Reaction SMILES: [F:1][C:2]1[CH:9]=[C:8]([O:10][CH2:11][C:12]2[CH:16]=[CH:15][S:14][CH:13]=2)[CH:7]=[C:6]([OH:17])[C:3]=1[CH:4]=O.[N+:18](CC)([O-])=O.C(O)(=O)C>O>[F:1][C:2]1[CH:9]=[C:8]([O:10][CH2:11][C:12]2[CH:16]=[CH:15][S:14][CH:13]=2)[CH:7]=[C:6]([OH:17])[C:3]=1[C:4]#[N:18]. Reactants: FC1=C(C=O)C(=CC(=C1)OCC1=CSC=C1)O (2-fluoro-6-hydroxy-4-(3-thienylmethoxy)benzaldehyde), [N+](=O)([O-])CC (nitroethane), C(C)(=O)O (acetic acid). Procedure: A mixture of 2-fluoro-6-hydroxy-4-(3-thienylmethoxy)benzaldehyde (1 g), nitroethane (0.6 g) sodium acetate (0.66 g) and glacial acetic acid (1 mL) is heated at reflux for 2 hours. The reaction mixture is cooled to ambient temperature, water (50 mL) is added and the mixture is extracted three times with ethyl acetate (50 mL). The combined organic phases are washed with saturated brine (50 mL), dried over magnesium sulphate, filtered and concentrated under reduced pressure to leave a brown oil. Th... Yield: 25.3%. Yields the product FC1=C(C#N)C(=CC(=C1)OCC1=CSC=C1)O (2-fluoro-6-hydroxy-4-(3-thienylmethoxy)benzonitrile).